This data is from the Open Reaction Database (ORD), a public repository of structured organic reaction records. The task is: describe an organic reaction: reactants, conditions, products, and yield Reactants: CNC, CN(C)c1ccncc1, Cc1ccccc1, CCOC(=O)CC(=O)c1c(C(=O)OC)n(C)c2cc(Cl)ccc12. Yields the product COC(=O)c1c(C(=O)CC(=O)N(C)C)c2ccc(Cl)cc2n1C. Reaction SMILES: [CH3:1][NH:2][CH3:3].[CH3:27][N:28]([c:29]1[cH:30][cH:31][n:32][cH:33][cH:34]1)[CH3:35].[CH3:36][c:37]1[cH:38][cH:39][cH:40][cH:41][cH:42]1.[Cl:4][c:5]1[cH:6][cH:7][c:8]2[c:9]([C:19]([CH2:20][C:21](=[O:22])[O:23][CH2:24][CH3:25])=[O:26])[c:10]([C:15](=[O:16])[O:17][CH3:18])[n:11]([CH3:14])[c:12]2[cH:13]1>>[CH3:1][N:2]([CH3:3])[C:21]([CH2:20][C:19]([c:9]1[c:8]2[cH:7][cH:6][c:5]([Cl:4])[cH:13][c:12]2[n:11]([CH3:14])[c:10]1[C:15](=[O:16])[O:17][CH3:18])=[O:26])=[O:22]. The reactants are CC(=O)O[BH-](OC(C)=O)OC(C)=O, Cc1nc2ccccc2n1-c1nc(N2CCOCC2)c2nc(C=O)n(C)c2n1, [Na+], O=C1NCC2(CCNCC2)O1. Yields the product Cc1nc2ccccc2n1-c1nc(N2CCOCC2)c2nc(CN3CCC4(CC3)CNC(=O)O4)n(C)c2n1. Reaction SMILES: [C:40]([O:41][BH-:42]([O:43][C:44](=[O:45])[CH3:46])[O:47][C:48](=[O:49])[CH3:50])(=[O:51])[CH3:52].[CH3:1][n:2]1[c:3]2[n:4][c:5](-[n:19]3[c:20]([CH3:28])[n:21][c:22]4[c:23]3[cH:24][cH:25][cH:26][cH:27]4)[n:6][c:7]([N:13]3[CH2:14][CH2:15][O:16][CH2:17][CH2:18]3)[c:8]2[n:9][c:10]1[CH:11]=[O:12].[Na+:53].[O:29]1[C:30](=[O:39])[NH:31][CH2:32][C:33]12[CH2:34][CH2:35][NH:36][CH2:37][CH2:38]2>>[CH3:1][n:2]1[c:3]2[n:4][c:5](-[n:19]3[c:20]([CH3:28])[n:21][c:22]4[c:23]3[cH:24][cH:25][cH:26][cH:27]4)[n:6][c:7]([N:13]3[CH2:14][CH2:15][O:16][CH2:17][CH2:18]3)[c:8]2[n:9][c:10]1[CH2:11][N:36]1[CH2:35][CH2:34][C:33]2([O:29][C:30](=[O:39])[NH:31][CH2:32]2)[CH2:38][CH2:37]1. Starting materials: C1CO1, COCCOC, Nc1cc(C(F)(F)F)c(N)cc1[N+](=O)[O-], O. The product is Nc1cc(C(F)(F)F)c(NCCO)cc1[N+](=O)[O-]. RXN SMILES: [CH2:1]1[CH2:2][O:3]1.[CH3:20][O:21][CH2:22][CH2:23][O:24][CH3:25].[NH2:4][c:5]1[c:6]([N+:16](=[O:17])[O-:18])[cH:7][c:8]([NH2:15])[c:9]([C:11]([F:12])([F:13])[F:14])[cH:10]1.[OH2:19]>>[CH2:1]([CH2:2][NH:15][c:8]1[cH:7][c:6]([N+:16](=[O:17])[O-:18])[c:5]([NH2:4])[cH:10][c:9]1[C:11]([F:12])([F:13])[F:14])[OH:3]. Starting materials: N1=C(C=CC=C1)SC(CC1=C(N=C2N1C=C(C=C2)C)C2=CC=C(C=C2)C)=O ((6-methyl-2-p-tolyl-imidazo[1,2-a]pyridin-3-yl)-thioacetic acid S-pyridin-2-yl ester), ClC1=CC=C(C=C1)[Mg]Br (4-chlorophenylmagnesium bromide). The product is ClC1=CC=C(C=C1)C(CC1=C(N=C2N1C=C(C=C2)C)C2=CC=C(C=C2)C)=O (1-(4-Chloro-phenyl)-2-(6-methyl-2-p-tolyl-imidazo[1,2-a]pyridin-3-yl)-ethanone). RXN SMILES: N1C=CC=CC=1S[C:8](=[O:27])[CH2:9][C:10]1[N:14]2[CH:15]=[C:16]([CH3:19])[CH:17]=[CH:18][C:13]2=[N:12][C:11]=1[C:20]1[CH:25]=[CH:24][C:23]([CH3:26])=[CH:22][CH:21]=1.[Cl:28][C:29]1[CH:34]=[CH:33][C:32]([Mg]Br)=[CH:31][CH:30]=1>>[Cl:28][C:29]1[CH:34]=[CH:33][C:32]([C:8](=[O:27])[CH2:9][C:10]2[N:14]3[CH:15]=[C:16]([CH3:19])[CH:17]=[CH:18][C:13]3=[N:12][C:11]=2[C:20]2[CH:21]=[CH:22][C:23]([CH3:26])=[CH:24][CH:25]=2)=[CH:31][CH:30]=1. Procedure: Prepared from (6-methyl-2-p-tolyl-imidazo[1,2-a]pyridin-3-yl)-thioacetic acid S-pyridin-2-yl ester 1c and 4-chlorophenylmagnesium bromide using a similar procedure described above. 1H NMR (400 MHz, CDCl3) δ 2.29 (s, 3H), 2.38 (s, 3H), 4.61 (s, 2H), 7.02 (d, J=9.8 Hz, 1H), 7.23 (d, J=8.0 Hz, 2H), 7.36 (d, J=8.8 Hz, 2H), 7.51 (t, J=9.1 Hz, 3H), 7.65 (s, 1H), 7.84 (d, J=8.4 Hz, 2H). Mass spectrum m/e 375 (M+). The reactants are C(C)(C)(C)OC(=O)N1CC2=C(NC=3C=CC(=CC23)F)CC1 (8-fluoro-1,3,4,5-tetrahydropyrido[4,3-b]indole-2-carboxylic acid tert-butyl ester), [H-].[Na+] (NaH), IC (iodomethane). Solvent: C1CCOC1 (THF), C1CCOC1 (THF). Reaction conditions: time 5 minute. The product is C(C)(C)(C)OC(=O)N1CC2=C(N(C=3C=CC(=CC23)F)C)CC1 (8-Fluoro-5-methyl-1,3,4,5-tetrahydro-pyrido[4,3-b]indole-2-carboxylic acid tert-butyl ester). The yield is 91.1%. RXN SMILES: [H-].[Na+].[C:3]([O:7][C:8]([N:10]1[CH2:23][CH2:22][C:13]2[NH:14][C:15]3[CH:16]=[CH:17][C:18]([F:21])=[CH:19][C:20]=3[C:12]=2[CH2:11]1)=[O:9])([CH3:6])([CH3:5])[CH3:4].I[CH3:25]>C1COCC1>[C:3]([O:7][C:8]([N:10]1[CH2:23][CH2:22][C:13]2[N:14]([CH3:25])[C:15]3[CH:16]=[CH:17][C:18]([F:21])=[CH:19][C:20]=3[C:12]=2[CH2:11]1)=[O:9])([CH3:6])([CH3:4])[CH3:5] |f:0.1|. Procedure details: To a suspension of NaH (80% in oil, 0.0190 g, 0.633 mmol) in dry THF (1 mL), was added a solution of 8-fluoro-1,3,4,5-tetrahydropyrido[4,3-b]indole-2-carboxylic acid tert-butyl ester (0.114 g, 0.393 mmol) in THF (4 mL) via cannula. The reaction mixture was allowed to stir at room temperature for 5 min and then iodomethane (0.098 mL, 1.57 mmol) was added. The resulting mixture was stirred for 2 h and then it was quenched with saturated aqueous ammonium chloride and extracted with ethyl acetate. T...